This data is from the Open Reaction Database (ORD), a public repository of structured organic reaction records. The task is: describe an organic reaction: reactants, conditions, products, and yield Reactants: Cc1cc(C(=O)OC(C)(C)C)ccc1[N+](=O)[O-], C, CCO, [Pd]. The product is Cc1cc(C(=O)OC(C)(C)C)ccc1N. As a reaction SMILES: [C:1]([CH3:2])([CH3:3])([CH3:4])[O:5][C:6]([c:7]1[cH:8][c:9]([CH3:16])[c:10]([N+:13]([O-:14])=[O:15])[cH:11][cH:12]1)=[O:17].[C:21].[CH3:18][CH2:19][OH:20].[Pd:22]>>[C:1]([CH3:2])([CH3:3])([CH3:4])[O:5][C:6]([c:7]1[cH:8][c:9]([CH3:16])[c:10]([NH2:13])[cH:11][cH:12]1)=[O:17]. Reactants: FC=1C=C(C=CC1F)CC(=O)O (3,4-difluorophenylacetic acid), S(O)(O)(=O)=O (sulfuric acid), CO (methanol). Reaction conditions: temperature 25 celsius. Product: COC(CC1=CC(=C(C=C1)F)F)=O ((3,4-difluoro-phenyl)-acetic acid methyl ester). Isolated yield 99.0%. As a reaction SMILES: [F:1][C:2]1[CH:3]=[C:4]([CH2:9][C:10]([OH:12])=[O:11])[CH:5]=[CH:6][C:7]=1[F:8].S(=O)(=O)(O)O.[CH3:18]O>>[CH3:18][O:11][C:10](=[O:12])[CH2:9][C:4]1[CH:5]=[CH:6][C:7]([F:8])=[C:2]([F:1])[CH:3]=1. Reported procedure: A solution of 3,4-difluorophenylacetic acid (5.00 g, 29.05 mmol) in methanol (73 mL) was slowly treated with concentrated sulfuric acid (4 mL). The resulting reaction mixture was heated under reflux for 65 h. The reaction mixture was allowed to cool to 25° C. and then concentrated in vacuo to remove methanol. The resulting residue was slowly diluted with a saturated aqueous sodium bicarbonate solution (300 mL) and then extracted with ethyl acetate (1×300 mL). The organic layer was dried over mag... Reactants: CN(C)CCCO, CS(C)=O, Fc1cc(F)c(-c2c(Cl)nc(-n3ccnc3)nc2NCC(F)(F)F)c(F)c1, [H-], [Na+]. The product is CN(C)CCCOc1cc(F)c(-c2c(Cl)nc(-n3ccnc3)nc2NCC(F)(F)F)c(F)c1. As a reaction SMILES: [CH3:28][N:29]([CH2:30][CH2:31][CH2:32][OH:33])[CH3:34].[CH3:37][S:38]([CH3:39])=[O:40].[Cl:1][c:2]1[c:3](-[c:19]2[c:20]([F:27])[cH:21][c:22]([F:26])[cH:23][c:24]2[F:25])[c:4]([NH:13][CH2:14][C:15]([F:16])([F:17])[F:18])[n:5][c:6](-[n:8]2[cH:9][n:10][cH:11][cH:12]2)[n:7]1.[H-:35].[Na+:36]>>[Cl:1][c:2]1[c:3](-[c:19]2[c:20]([F:27])[cH:21][c:22]([O:33][CH2:32][CH2:31][CH2:30][N:29]([CH3:28])[CH3:34])[cH:23][c:24]2[F:25])[c:4]([NH:13][CH2:14][C:15]([F:16])([F:17])[F:18])[n:5][c:6](-[n:8]2[cH:9][n:10][cH:11][cH:12]2)[n:7]1. Starting materials: N1(CCC1)S(=O)(=O)N (azetidine-1-sulphonamide), C1(CCCCC1)P(C1=C(C=CC=C1)C1=C(C=C(C=C1C(C)C)C(C)C)C(C)C)C1CCCCC1 (2-dicyclohexylphosphino-2′,4′,6′-tri-isopropyl-1,1′-biphenyl), C([O-])([O-])=O.[Cs+].[Cs+] (cesium carbonate), ClC1=NC(=NC(=C1)O[C@H](C)[C@H]1OC(OC1)(C)C)SCC1=C(C(=CC=C1)F)F (chloro-2-[[(2,3-difluorophenyl)methyl]thio]-6-[(1R)-1-[(4S)-2,2-dimethyl-1,3-dioxolan-4-yl]ethoxy]-pyrimidine), ClC1=NC(=NC(=C1)O[C@H](C)[C@H]1OC(OC1)(C)C)SCC1=C(C(=CC=C1)F)F (4-chloro-2-[(2,3-difluorobenzyl)thio]-6-{(1R)-1-[(4S)-2,2-dimethyl-1,3-dioxolan-4-yl]ethoxy}pyrimidine), [Cl-].[NH4+] (ammonium chloride). The reagents and catalysts are C=1C=CC(=CC1)/C=C/C(=O)/C=C/C2=CC=CC=C2.C=1C=CC(=CC1)/C=C/C(=O)/C=C/C2=CC=CC=C2.C=1C=CC(=CC1)/C=C/C(=O)/C=C/C2=CC=CC=C2.[Pd].[Pd] (tris(dibenzylideneacetone)-dipalladium (0)). Solvent: O1CCOCC1 (dioxane). Run at temperature 100 celsius. Yields the product FC1=C(C=CC=C1F)CSC1=NC(=CC(=N1)NS(=O)(=O)N1CCC1)O[C@H](C)[C@H]1OC(OC1)(C)C (N-[2-[[(2,3-Difluorophenyl)methyl]thio]-6-[(1R)-1-[(4S)-2,2-dimethyl-1,3-dioxolan-4-yl]ethoxy]-4-pyrimidinyl]-1-azetidinesulfonamide). As a reaction SMILES: [N:1]1([S:5]([NH2:8])(=[O:7])=[O:6])[CH2:4][CH2:3][CH2:2]1.C1(P(C2CCCCC2)C2C=CC=CC=2C2C(C(C)C)=CC(C(C)C)=CC=2C(C)C)CCCCC1.C(=O)([O-])[O-].[Cs+].[Cs+].Cl[C:50]1[CH:55]=[C:54]([O:56][C@@H:57]([C@@H:59]2[CH2:63][O:62][C:61]([CH3:65])([CH3:64])[O:60]2)[CH3:58])[N:53]=[C:52]([S:66][CH2:67][C:68]2[CH:73]=[CH:72][CH:71]=[C:70]([F:74])[C:69]=2[F:75])[N:51]=1.[Cl-].[NH4+]>O1CCOCC1.C1C=CC(/C=C/C(/C=C/C2C=CC=CC=2)=O)=CC=1.C1C=CC(/C=C/C(/C=C/C2C=CC=CC=2)=O)=CC=1.C1C=CC(/C=C/C(/C=C/C2C=CC=CC=2)=O)=CC=1.[Pd].[Pd]>[F:75][C:69]1[C:70]([F:74])=[CH:71][CH:72]=[CH:73][C:68]=1[CH2:67][S:66][C:52]1[N:51]=[C:50]([NH:8][S:5]([N:1]2[CH2:4][CH2:3][CH2:2]2)(=[O:7])=[O:6])[CH:55]=[C:54]([O:56][C@@H:57]([C@@H:59]2[CH2:63][O:62][C:61]([CH3:64])([CH3:65])[O:60]2)[CH3:58])[N:53]=1 |f:2.3.4,6.7,9.10.11.12.13|. Reported procedure: A mixture of azetidine-1-sulphonamide (prepared according to patent WO 2004/011443, 0.16 g), tris(dibenzylideneacetone)-dipalladium (0) (33 mg), 2-dicyclohexylphosphino-2′,4′,6′-tri-isopropyl-1,1′-biphenyl (XPHOS) (17 mg), cesium carbonate (0.28 g) and 4 chloro-2-[[(2,3-difluorophenyl)methyl]thio]-6-[(1R)-1-[(4S)-2,2-dimethyl-1,3-dioxolan-4-yl]ethoxy]-pyrimidine (the product of step i) (0.25 g) in dioxane (10 mL) was heated at reflux in a microwave at 100° C., 300 W, open vessel with cooling for... The reactants are CC(=O)O, O=[N+]([O-])c1cnc(Cl)nc1Cl, [K+], O, N#C[S-]. The product is N#CSc1nc(Cl)ncc1[N+](=O)[O-]. RXN SMILES: [C:16]([OH:17])(=[O:18])[CH3:19].[Cl:1][c:2]1[n:3][cH:4][c:5]([N+:9](=[O:10])[O-:11])[c:6]([Cl:8])[n:7]1.[K+:12].[OH2:20].[S-:13][C:14]#[N:15]>>[Cl:1][c:2]1[n:3][cH:4][c:5]([N+:9](=[O:10])[O-:11])[c:6]([S:13][C:14]#[N:15])[n:7]1. Starting materials: FC=1C=C(C=C(C1)F)CC(=O)N[C@@H](C)C(=O)O (N-(3,5-difluorophenylacetyl)-L-alanine), solid, Cl.Cl.COC([C@@H](N)CC1=CNC=N1)=O (L-histidine methyl ester dihydrochloride). Solvent: CO.C(Cl)Cl (CH3OH CH2Cl2). The product is COC([C@@H](NC([C@@H](NC(CC1=CC(=CC(=C1)F)F)=O)C)=O)CC1=CNC=N1)=O (N-[N-(3,5-Difluorophenylacetyl)-L-alaninyl]-L-histidine Methyl Ester). RXN SMILES: [F:1][C:2]1[CH:3]=[C:4]([CH2:9][C:10]([NH:12][C@H:13]([C:15]([OH:17])=O)[CH3:14])=[O:11])[CH:5]=[C:6]([F:8])[CH:7]=1.Cl.Cl.[CH3:20][O:21][C:22](=[O:31])[C@H:23]([CH2:25][C:26]1[N:30]=[CH:29][NH:28][CH:27]=1)[NH2:24]>CO.C(Cl)Cl>[CH3:20][O:21][C:22](=[O:31])[C@H:23]([CH2:25][C:26]1[N:30]=[CH:29][NH:28][CH:27]=1)[NH:24][C:15](=[O:17])[C@H:13]([CH3:14])[NH:12][C:10](=[O:11])[CH2:9][C:4]1[CH:5]=[C:6]([F:8])[CH:7]=[C:2]([F:1])[CH:3]=1 |f:1.2.3,4.5|. Reported procedure: Following General Procedure A and using N-(3,5-difluorophenylacetyl)-L-alanine (from Example B2) and L-histidine methyl ester dihydrochloride (Sigma), the title compound was prepared as a solid (mp=195-197° C.). The reaction was monitored by tlc (Rf=0.29 in 10% CH3OH/CH2Cl2). Starting materials: ClC=1C=C(CC=2C(OC3=CC(=CC=C3C2C)O)=O)C=CC1Cl (3-(3,4-dichloro-benzyl)-7-hydroxy-4-methyl-2H-chromen-2-one), [I-].CN(C(=O)N1C=[N+](C=C1)C)C1=CC=CC=C1 (3-(methyl-phenyl-carbamoyl)-1-methyl-3H-imidazol-1-ium iodide). The product is ClC=1C=C(CC=2C(OC3=CC(=CC=C3C2C)OC(N(C2=CC=CC=C2)C)=O)=O)C=CC1Cl (Methyl-phenyl-carbamic acid 3-(3,4-dichloro-benzyl)-4-methyl-2-oxo-2H-chromen-7-yl ester). Reaction SMILES: [Cl:1][C:2]1[CH:3]=[C:4]([CH:19]=[CH:20][C:21]=1[Cl:22])[CH2:5][C:6]1[C:7](=[O:18])[O:8][C:9]2[C:14]([C:15]=1[CH3:16])=[CH:13][CH:12]=[C:11]([OH:17])[CH:10]=2.[I-].[CH3:24][N:25]([C:34]1[CH:39]=[CH:38][CH:37]=[CH:36][CH:35]=1)[C:26](N1C=C[N+](C)=C1)=[O:27]>>[Cl:1][C:2]1[CH:3]=[C:4]([CH:19]=[CH:20][C:21]=1[Cl:22])[CH2:5][C:6]1[C:7](=[O:18])[O:8][C:9]2[C:14]([C:15]=1[CH3:16])=[CH:13][CH:12]=[C:11]([O:17][C:26](=[O:27])[N:25]([CH3:24])[C:34]1[CH:39]=[CH:38][CH:37]=[CH:36][CH:35]=1)[CH:10]=2 |f:1.2|. Procedure details: The title compound was prepared from 3-(3,4-dichloro-benzyl)-7-hydroxy-4-methyl-2H-chromen-2-one and 3-(methyl-phenyl-carbamoyl)-1-methyl-3H-imidazol-1-ium iodide (white solid). HPLC-MS m/z=468 (M+1), Rt: 5.47 min. The reactants are Br, COc1ccc(CC=O)cc1, CCO, NC1CCc2c(ccc(O)c2O)C1=O. Yields the product Br, COc1ccc(CCNC2CCc3c(ccc(O)c3O)C2=O)cc1. As a reaction SMILES: [BrH:12].[CH3:1][O:2][c:3]1[cH:4][cH:5][c:6]([CH2:9][CH:10]=[O:11])[cH:7][cH:8]1.[CH3:27][CH2:28][OH:29].[NH2:13][CH:14]1[C:15](=[O:26])[c:16]2[cH:17][cH:18][c:19]([OH:25])[c:20]([OH:24])[c:21]2[CH2:22][CH2:23]1>>[BrH:12].[CH3:1][O:2][c:3]1[cH:4][cH:5][c:6]([CH2:9][CH2:10][NH:13][CH:14]2[C:15](=[O:26])[c:16]3[cH:17][cH:18][c:19]([OH:25])[c:20]([OH:24])[c:21]3[CH2:22][CH2:23]2)[cH:7][cH:8]1. The reactants are C1CCOC1, C[O-], Cl, CCOC(=O)C(F)F, [Na+], CC(=O)c1ccc(N2CCOCC2)cc1. Yields the product O=C(CC(=O)C(F)F)c1ccc(N2CCOCC2)cc1. RXN SMILES: [CH2:28]1[O:29][CH2:30][CH2:31][CH2:32]1.[CH3:9][O-:10].[ClH:27].[F:1][CH:2]([C:3](=[O:4])[O:5][CH2:6][CH3:7])[F:8].[Na+:11].[O:12]1[CH2:13][CH2:14][N:15]([c:18]2[cH:19][cH:20][c:21]([C:24]([CH3:25])=[O:26])[cH:22][cH:23]2)[CH2:16][CH2:17]1>>[F:1][CH:2]([C:3](=[O:4])[CH2:25][C:24]([c:21]1[cH:20][cH:19][c:18]([N:15]2[CH2:14][CH2:13][O:12][CH2:17][CH2:16]2)[cH:23][cH:22]1)=[O:26])[F:8].